This data is from the Open Reaction Database (ORD), a public repository of structured organic reaction records. The task is: describe an organic reaction: reactants, conditions, products, and yield Starting materials: COC(=O)C1=NC=C(N=C1)C(=O)OC (2,5-dimethoxycarbonylpyrazine), COCCN (2-methoxyethylamine). Run in C(C)O (ethanol). Reaction conditions: temperature 20 celsius. Product: COCCNC(=O)C1=NC=C(N=C1)C(=O)NCCOC (N,N′-bis-(2-methoxyethyl)pyrazine-2,5-dicarboxamide). As a reaction SMILES: CO[C:3]([C:5]1[CH:10]=[N:9][C:8]([C:11]([O:13]C)=O)=[CH:7][N:6]=1)=[O:4].[CH3:15][O:16][CH2:17][CH2:18][NH2:19]>C(O)C>[CH3:15][O:16][CH2:17][CH2:18][NH:19][C:11]([C:8]1[CH:7]=[N:6][C:5]([C:3]([NH:19][CH2:18][CH2:17][O:16][CH3:15])=[O:4])=[CH:10][N:9]=1)=[O:13]. Procedure: A solution of 500 mg of 2,5-dimethoxycarbonylpyrazine and 0.430 cm3 of 2-methoxyethylamine in 3 cm3 of ethanol is heated at a temperature in the region of the reflux temperature for 5 hours. The reaction mixture is cooled to a temperature of 20° C. and the white solid formed is then filtered off and washed with twice 5 cm3 of ethanol. 150 mg of N,N′-bis-(2-methoxyethyl)pyrazine-2,5-dicarboxamide are thus obtained in the form of a white solid melting at 165° C. [1H NMR spectrum (300 MHz, (CD3)2SO... Starting materials: resultant solution, OC1=CC=C(C=C1)SC1=C(C=C(S1)C(=O)O)[N+](=O)[O-] (5-(4-Hydroxy-phenylsulfanyl)-4-nitro-thiophene-2-carboxylic acid), C(C(=O)Cl)(=O)Cl (oxalyl chloride), CN(C=O)C (dimethylformamide), BrC=1C=C(N)C=CC1 (3-bromoaniline). Run in C(C)(=O)OCC (ethyl acetate), O (water), ClCCl (dichloromethane), N1=CC=CC=C1 (pyridine). Conditions: time 3 hour. Product: BrC=1C=C(C=CC1)NC(=O)C=1SC(=C(C1)[N+](=O)[O-])SC1=CC=C(C=C1)O (5-(4-Hydroxy-phenylsulfanyl)-4-nitro-thiophene-2-carboxylic acid (3-bromo-phenyl)-amide). As a reaction SMILES: [OH:1][C:2]1[CH:7]=[CH:6][C:5]([S:8][C:9]2[S:13][C:12]([C:14]([OH:16])=O)=[CH:11][C:10]=2[N+:17]([O-:19])=[O:18])=[CH:4][CH:3]=1.C(Cl)(=O)C(Cl)=O.CN(C)C=O.[Br:31][C:32]1[CH:33]=[C:34]([CH:36]=[CH:37][CH:38]=1)[NH2:35]>ClCCl.C(OCC)(=O)C.O.N1C=CC=CC=1>[Br:31][C:32]1[CH:33]=[C:34]([NH:35][C:14]([C:12]2[S:13][C:9]([S:8][C:5]3[CH:4]=[CH:3][C:2]([OH:1])=[CH:7][CH:6]=3)=[C:10]([N+:17]([O-:19])=[O:18])[CH:11]=2)=[O:16])[CH:36]=[CH:37][CH:38]=1. Procedure details: The product from Example 351C was dissolved in dichloromethane followed by the addition of a solution of oxalyl chloride and a catalytic amount of dimethylformamide. The solution was stirred at room temperature for 3 hours followed by the addition of 3-bromoaniline and pyridine. The resultant solution was stirred at room temperature for 20 hours followed by the addition of water and extraction of the solution with ethyl acetate, the organic extracts dried and concentrated under vacuum to provide... The reactants are CC(C)(C)N=C=O, Cl, CN(C(=O)N(C)C1CNCC1c1ccc(F)cc1)c1cc(C(F)(F)F)cc(C(F)(F)F)c1. Yields the product CN(C(=O)N(C)C1CN(C(=O)NC(C)(C)C)CC1c1ccc(F)cc1)c1cc(C(F)(F)F)cc(C(F)(F)F)c1. Reaction SMILES: [C:34]([CH3:35])([CH3:36])([CH3:37])[N:38]=[C:39]=[O:40].[ClH:1].[F:2][C:3]([c:4]1[cH:5][c:6]([N:14]([C:15](=[O:16])[N:17]([CH3:18])[CH:19]2[CH2:20][NH:21][CH2:22][CH:23]2[c:24]2[cH:25][cH:26][c:27]([F:30])[cH:28][cH:29]2)[CH3:31])[cH:7][c:8]([C:10]([F:11])([F:12])[F:13])[cH:9]1)([F:32])[F:33]>>[F:2][C:3]([c:4]1[cH:5][c:6]([N:14]([C:15](=[O:16])[N:17]([CH3:18])[CH:19]2[CH2:20][N:21]([C:39]([NH:38][C:34]([CH3:35])([CH3:36])[CH3:37])=[O:40])[CH2:22][CH:23]2[c:24]2[cH:25][cH:26][c:27]([F:30])[cH:28][cH:29]2)[CH3:31])[cH:7][c:8]([C:10]([F:11])([F:12])[F:13])[cH:9]1)([F:32])[F:33]. RXN SMILES: [CH:1]1([CH2:4][O:5][C:6]2[CH:7]=[CH:8][C:9]3[N:10]([N:12]=[C:13]([C:16]4[CH:33]=[CH:32][C:19]([O:20][CH2:21][C@@H:22]([NH:24][C:25](=O)[O:26]C(C)(C)C)[CH3:23])=[CH:18][C:17]=4[F:34])[C:14]=3[F:15])[CH:11]=2)[CH2:3][CH2:2]1.Cl.[C:36](OCC)(=O)C>C(OCC)(=O)C>[CH:1]1([CH2:4][O:5][C:6]2[CH:7]=[CH:8][C:9]3[N:10]([N:12]=[C:13]([C:16]4[CH:33]=[CH:32][C:19]([O:20][CH2:21][C@@H:22]([NH:24][C:25](=[O:26])[CH3:36])[CH3:23])=[CH:18][C:17]=4[F:34])[C:14]=3[F:15])[CH:11]=2)[CH2:3][CH2:2]1 |f:1.2|. Procedure: A mixture of tert-butyl [(1S)-2-{4-[6-(cyclopropylmethoxy)-3-fluoropyrazolo[1,5-a]pyridin-2-yl]-3-fluorophenoxy}-1-methylethyl]carbamate (67 mg), 4 M hydrogen chloride/ethyl acetate (2 mL), and ethyl acetate (1 mL) was stirred at room temperature for 6 hr. The mixture was concentrated under reduced pressure. The residue was mixed with pyridine (1 mL) and acetic anhydride (1 mL). The mixture was stirred at room temperature overnight. 1 M hydrochloric acid was added, and the mixture was extracted ... The solvent is C(C)(=O)OCC (ethyl acetate). Reactants: C1(CC1)COC=1C=CC=2N(C1)N=C(C2F)C2=C(C=C(OC[C@H](C)NC(OC(C)(C)C)=O)C=C2)F (tert-butyl [(1S)-2-{4-[6-(cyclopropylmethoxy)-3-fluoropyrazolo[1,5-a]pyridin-2-yl]-3-fluorophenoxy}-1-methylethyl]carbamate), Cl.C(C)(=O)OCC (hydrogen chloride ethyl acetate). Yields the product C1(CC1)COC=1C=CC=2N(C1)N=C(C2F)C2=C(C=C(OC[C@H](C)NC(C)=O)C=C2)F (N-[(1S)-2-{4-[6-(cyclopropylmethoxy)-3-fluoropyrazolo[1,5-a]pyridin-2-yl]-3-fluorophenoxy}-1-methylethyl]acetamide). Conditions: time 6 hour. Yields the product CCOC(=O)C12CCC(NCc3ccccc3)(CC1)CC2=O. RXN SMILES: [CH2:1]([CH3:2])[O:3][C:4](=[O:5])[C:6]1([C:13]([CH3:14])=[O:15])[CH2:7][CH2:8][C:9](=[O:12])[CH2:10][CH2:11]1.[CH3:39][c:40]1[cH:41][cH:42][cH:43][cH:44][cH:45]1.[ClH:36].[NH2:16][CH2:17][c:18]1[cH:19][cH:20][cH:21][cH:22][cH:23]1.[Na+:38].[OH-:37].[OH2:24].[c:25]1([CH3:26])[cH:27][cH:28][c:29]([S:30]([OH:31])(=[O:32])=[O:33])[cH:34][cH:35]1>>[CH2:1]([CH3:2])[O:3][C:4](=[O:5])[C:6]12[CH2:7][CH2:8][C:9]([NH:16][CH2:17][c:18]3[cH:19][cH:20][cH:21][cH:22][cH:23]3)([CH2:10][CH2:11]1)[CH2:14][C:13]2=[O:15]. The reactants are CCOC(=O)C1(C(C)=O)CCC(=O)CC1, Cc1ccccc1, Cl, NCc1ccccc1, [Na+], [OH-], O, Cc1ccc(S(=O)(=O)O)cc1.